This data is from the Open Reaction Database (ORD), a public repository of structured organic reaction records. The task is: describe an organic reaction: reactants, conditions, products, and yield The reactants are COC(C[C@@H]1COC2=C1C=CC(=C2)O[C@@H]2CCC1=C(C=CC(=C21)F)Br)=O ({(S)-6-[(R)-4-bromo-7-fluoro-indan-1-yloxy]-2,3-dihydro-benzofuran-3-yl}-acetic acid methyl ester), [Br-].FC=1C=C(C[Zn+])C=C(C1)F (3,5-difluoro-benzylzinc bromide), Intermediate 1. The reagents and catalysts are C(C)(C)C1=C(C(=CC=C1)C(C)C)N1C(N(C=C1)C1=C(C=CC=C1C(C)C)C(C)C)=[Pd-3](C1=NC=CC=C1Cl)(Cl)Cl ([1,3-bis(2,6-diisopropylphenyl)imidazol-2-ylidene]-(3-chloropyridyl)-palladium(II) dichloride). The product is COC(C[C@@H]1COC2=C1C=CC(=C2)O[C@@H]2CCC1=C(C=CC(=C21)F)CC2=CC(=CC(=C2)F)F)=O ({(S)-6-[(R)-4-(3,5-Difluoro-benzyl)-7-fluoro-indan-1-yloxy]-2,3-dihydro-benzofuran-3-yl}-acetic acid methyl ester). As a reaction SMILES: [CH3:1][O:2][C:3](=[O:26])[CH2:4][C@H:5]1[C:9]2[CH:10]=[CH:11][C:12]([O:14][C@H:15]3[C:23]4[C:18](=[C:19](Br)[CH:20]=[CH:21][C:22]=4[F:24])[CH2:17][CH2:16]3)=[CH:13][C:8]=2[O:7][CH2:6]1.[Br-].[F:28][C:29]1[CH:30]=[C:31]([CH:34]=[C:35]([F:37])[CH:36]=1)[CH2:32][Zn+]>C(C1C=CC=C(C(C)C)C=1N1C=CN(C2C(C(C)C)=CC=CC=2C(C)C)C1=[Pd-3](Cl)(Cl)C1C(Cl)=CC=CN=1)(C)C>[CH3:1][O:2][C:3](=[O:26])[CH2:4][C@H:5]1[C:9]2[CH:10]=[CH:11][C:12]([O:14][C@H:15]3[C:23]4[C:18](=[C:19]([CH2:32][C:31]5[CH:30]=[C:29]([F:28])[CH:36]=[C:35]([F:37])[CH:34]=5)[CH:20]=[CH:21][C:22]=4[F:24])[CH2:17][CH2:16]3)=[CH:13][C:8]=2[O:7][CH2:6]1 |f:1.2|. Procedure details: The title compound is prepared from {(S)-6-[(R)-4-bromo-7-fluoro-indan-1-yloxy]-2,3-dihydro-benzofuran-3-yl}-acetic acid methyl ester and 3,5-difluoro-benzylzinc bromide following a procedure analogous to that described in Step 6 of Intermediate 1; [1,3-bis(2,6-diisopropylphenyl)imidazol-2-ylidene]-(3-chloropyridyl)-palladium(II) dichloride (Pd-PEPPSI-IPr) is used as catalyst. LC (method 9): tR=0.91 min; Mass spectrum (ESI+): m/z=491 [M+Na]+. Starting materials: CN(C=CC(CCCC)=O)C (1-(dimethylamino)-1-hepten-3-one), CN(C=CC(CCCCCCC)=O)C (1-(dimethylamino)-1-decen-3-one), CN(C=CC(CCC)=O)C (1-(dimethylamino)-1-hexen-3-one), CN(C=CC(CCCCC)=O)C (1-(dimethylamino)-1-octen-3-one), CN(C=CC(CCCCCC)=O)C (1-(dimethylamino)-1-nonen-3one), CN(C=CC(CC)=O)C (1-(dimethylamino)-1-penten-3-one). Product: C=CC=CC(CC)=O (1,3-heptadien-5-one), C=CC=CC(CCC)=O (1,3-octadien-5-one), C=CC=CC(CCCC)=O (1,3-nonadien-5-one), C=CC=CC(CCCCCC)=O (1,3-undecadien-5-one), 1,3-dodecadien-5. Reaction SMILES: CN(C)[CH:3]=[CH:4][C:5](=[O:11])[CH2:6][CH2:7][CH2:8][CH2:9]C.CN(C)[CH:15]=[CH:16]C(=O)CC.CN(C)[CH:24]=[CH:25][C:26](=[O:30])[CH2:27][CH2:28][CH3:29].CN(C)[CH:34]=[CH:35][C:36](=[O:41])[CH2:37][CH2:38][CH2:39][CH3:40].CN(C)[CH:45]=[CH:46][C:47](=[O:54])[CH2:48][CH2:49][CH2:50][CH2:51][CH2:52][CH3:53].CN(C)[CH:58]=[CH:59]C(=O)CCCCCCC>>[CH2:9]=[CH:8][CH:7]=[CH:6][C:5](=[O:11])[CH2:4][CH3:3].[CH2:15]=[CH:16][CH:24]=[CH:25][C:26](=[O:30])[CH2:27][CH2:28][CH3:29].[CH2:45]=[CH:46][CH:34]=[CH:35][C:36](=[O:41])[CH2:37][CH2:38][CH2:39][CH3:40].[CH2:58]=[CH:59][CH:45]=[CH:46][C:47](=[O:54])[CH2:48][CH2:49][CH2:50][CH2:51][CH2:52][CH3:53]. Procedure: In the same manner but replacing 1-(dimethylamino)-1-octen-3-one with an equivalent amount of 1-(dimethylamino)-1-penten-3-one, 1-(dimethylamino)-1-hexen-3-one, 1-(dimethylamino)-1-hepten-3-one, 1-(dimethylamino)-1-nonen-3one or 1-(dimethylamino)-1-decen-3-one, then 1,3-heptadien-5-one, 1,3-octadien-5-one, 1,3-nonadien-5-one, 1,3-undecadien-5-one and 1,3-dodecadien-5- are obtained, respectively.